From a dataset of the Open Reaction Database (ORD), a public repository of structured organic reaction records. describe an organic reaction: reactants, conditions, products, and yield Yields the product CC=1C=C2C(=C(NC2=CC1)C1=CC=CC=C1)CC(=O)O (5-Methyl-2-phenyl-1H-indole-3-acetic Acid). Reaction SMILES: [OH-].[Na+].[CH3:3][C:4]1[CH:5]=[C:6]2[C:10](=[CH:11][CH:12]=1)[NH:9][C:8]([C:13]1[CH:18]=[CH:17][CH:16]=[CH:15][CH:14]=1)=[C:7]2[CH2:19][C:20]([O:22]CC)=[O:21].Cl>CO>[CH3:3][C:4]1[CH:5]=[C:6]2[C:10](=[CH:11][CH:12]=1)[NH:9][C:8]([C:13]1[CH:18]=[CH:17][CH:16]=[CH:15][CH:14]=1)=[C:7]2[CH2:19][C:20]([OH:22])=[O:21] |f:0.1|. Reaction conditions: time 2 hour. Yield: 75.5%. Reactants: [OH-].[Na+] (sodium hydroxide), CC=1C=C2C(=C(NC2=CC1)C1=CC=CC=C1)CC(=O)OCC (ethyl 5-methyl-2-phenyl-1H-indole-3-acetate), Cl (hydrochloric acid). Run in CO (methanol). Procedure: Aqueous sodium hydroxide (4M, 75 mL) was added to ethyl 5-methyl-2-phenyl-1H-indole-3-acetate (Description 5, 1.61 g) in methanol (150 mL) and the mixture was stirred at room temperature for 2 h. The mixture was cooled to 0° C. , the pH was adjusted to 3.0 with hydrochloric acid (2M) and the mixture was extracted with ethyl acetate. The combined organic fractions were dried (MgSO4) and the solvent was evaporated under reduced pressure. The residue was recrystallized from ether to give the title ... Solvent: CC(=O)N(C)C (DMA). The product is C(C=C)N(C(=O)C=1C(=C(C(=C(C1I)C(=O)Cl)I)NC(=O)COC(C)=O)I)C (acetic acid [3-(allyl-methyl-carbamoyl)-5-chlorocarbonyl-2,4,6-triiodo-phenylcarbamoyl]-methyl ester). Reaction SMILES: [CH2:1]([N:4]([CH3:20])[C:5]([C:7]1[C:8]([I:19])=[C:9]([C:13]([I:18])=[C:14]([NH2:17])[C:15]=1[I:16])[C:10]([Cl:12])=[O:11])=[O:6])[CH:2]=[CH2:3].[C:21]([O:24][CH2:25][C:26](Cl)=[O:27])(=[O:23])[CH3:22]>CC(N(C)C)=O>[CH2:1]([N:4]([CH3:20])[C:5]([C:7]1[C:15]([I:16])=[C:14]([NH:17][C:26]([CH2:25][O:24][C:21](=[O:23])[CH3:22])=[O:27])[C:13]([I:18])=[C:9]([C:10]([Cl:12])=[O:11])[C:8]=1[I:19])=[O:6])[CH:2]=[CH2:3]. Run at time 8 hour. Reactants: C(C=C)N(C(=O)C=1C(=C(C(=O)Cl)C(=C(C1I)N)I)I)C (3-(Allyl-methyl-carbamoyl)-5-amino-2,4,6-triiodo-benzoyl chloride), C(C)(=O)OCC(=O)Cl (acetoxyacetyl chloride). Reported procedure: 3-(Allyl-methyl-carbamoyl)-5-amino-2,4,6-triiodo-benzoyl chloride (8) (5 g, 7.93 mmol) was dissolved in dry DMA (20 mL) was acetoxyacetyl chloride (1.7 mL, 15.9 mmol) was added dropwise. The reaction mixture was stirred at overnight at RT, with nitrogen bubbling through the reaction mixture. The reaction was monitored by TLC on silica gel plates eluting with ethyl acetate: petrol (1:1). (6) had an Rf of 0.62 and 0.76 whilst there were two new spots at 0.32 and 0.22. The solution was diluted with... The yield is 90.8%.